From a dataset of the Open Reaction Database (ORD), a public repository of structured organic reaction records. describe an organic reaction: reactants, conditions, products, and yield Reactants: S(=O)(Cl)Cl (thionyl chloride), OCC1=NC=C(C(=O)OCC)C=C1 (ethyl 6-hydroxymethylnicotinate), C(O)([O-])=O.[Na+] (sodium hydrogencarbonate). The solvent is C(Cl)(Cl)Cl (chloroform). Run at temperature 0 celsius, time 2 hour. The product is ClCC1=NC=C(C(=O)OCC)C=C1 (ethyl 6-chloromethylnicotinate). The yield is 90.9%. RXN SMILES: O[CH2:2][C:3]1[CH:13]=[CH:12][C:6]([C:7]([O:9][CH2:10][CH3:11])=[O:8])=[CH:5][N:4]=1.S(Cl)([Cl:16])=O.C(=O)([O-])O.[Na+]>C(Cl)(Cl)Cl>[Cl:16][CH2:2][C:3]1[CH:13]=[CH:12][C:6]([C:7]([O:9][CH2:10][CH3:11])=[O:8])=[CH:5][N:4]=1 |f:2.3|. Procedure: A solution of 10.5 g of ethyl 6-hydroxymethylnicotinate in chloroform (100 ml) was cooled to 0° C., and 8.28 g of thionyl chloride was added dropwise to the solution. The mixture was stirred at 0° C. for 2 hours, an aqueous solution of sodium hydrogencarbonate was added, and the mixture was extracted with dichloromethane. The organic layer was washed with a saturated aqueous solution of sodium chloride, dried over anhydrous sodium sulfate, the solvent was removed under reduced pressure, and the ... The reactants are BrC1=NN(C2=NC=NC(=C21)Cl)C2CCC1(OCCO1)CC2 (3-bromo-4-chloro-1-(1,4-dioxaspiro[4.5]dec-8-yl)-1H-pyrazolo[3,4-d]pyrimidine), BrC1=NN(C2=NC=NC(=C21)Cl)C2CCC1(OCCO1)CC2 (3-bromo-4-chloro-1-(1,4-dioxaspiro[4.5]dec-8-yl)-1H-pyrazolo[3,4-d]pyrimidine), N (ammonia). Solvent: O1CCOCC1 (dioxan). Product: BrC1=NN(C2=NC=NC(=C21)N)C2CCC1(OCCO1)CC2 (3-bromo-1-(1,4-dioxaspiro[4.5]dec-8-yl)-1H-pyrazolo[3,4-d]pyrimidin-4-ylamine). The yield is 61.0%. Reaction SMILES: [Br:1][C:2]1[C:10]2[C:5](=[N:6][CH:7]=[N:8][C:9]=2Cl)[N:4]([CH:12]2[CH2:21][CH2:20][C:15]3([O:19][CH2:18][CH2:17][O:16]3)[CH2:14][CH2:13]2)[N:3]=1.[NH3:22]>O1CCOCC1>[Br:1][C:2]1[C:10]2[C:5](=[N:6][CH:7]=[N:8][C:9]=2[NH2:22])[N:4]([CH:12]2[CH2:21][CH2:20][C:15]3([O:19][CH2:18][CH2:17][O:16]3)[CH2:14][CH2:13]2)[N:3]=1. Procedure details: 3-bromo-4-chloro-1-(1,4-dioxaspiro[4.5]dec-8-yl)-1H-pyrazolo[3,4-d]pyrimidine (Intermediate W) (8.2 g, 21 mmol), conc. ammonia (100 mL) and dioxan (100 mL) were heated in a Parr pressure vessel at 120° C. for 20 hrs. The solvents were evaporated and the residue partioned between EtOAc and water. The EtOAc layer was dried over NASO4, filtered and evaporated to leave 3-bromo-1-(1,4-dioxaspiro[4.5]dec-8-yl)-1H-pyrazolo[3,4-d]pyrimidin-4-ylamine as a solid (4.7 g, 61%) which was used without further... Reactants: FC1=CC=C(C=C1)N1N=CC2=CC(=CC=C12)O[C@@H]([C@H](C)N)C1=CC(=CC=C1)OC ((1R,2S)-1-{[1-(4-fluorophenyl)-1H-indazol-5-yl]oxy}-1-(3-methoxyphenyl)propan-2-amine), O1C(=CC=C1)C(=O)O (furan-2-carboxylic acid). Product: FC1=CC=C(C=C1)N1N=CC2=CC(=CC=C12)O[C@@H]([C@H](C)NC(=O)C=1OC=CC1)C1=CC(=CC=C1)OC (N-((1R,2S)-1-(1-(4-fluorophenyl)-1H-indazol-5-yloxy)-1-(3-methoxyphenyl)propan-2-yl)furan-2-carboxamide). RXN SMILES: [F:1][C:2]1[CH:7]=[CH:6][C:5]([N:8]2[C:16]3[C:11](=[CH:12][C:13]([O:17][C@H:18]([C:22]4[CH:27]=[CH:26][CH:25]=[C:24]([O:28][CH3:29])[CH:23]=4)[C@@H:19]([NH2:21])[CH3:20])=[CH:14][CH:15]=3)[CH:10]=[N:9]2)=[CH:4][CH:3]=1.[O:30]1[CH:34]=[CH:33][CH:32]=[C:31]1[C:35](O)=[O:36]>>[F:1][C:2]1[CH:3]=[CH:4][C:5]([N:8]2[C:16]3[C:11](=[CH:12][C:13]([O:17][C@H:18]([C:22]4[CH:27]=[CH:26][CH:25]=[C:24]([O:28][CH3:29])[CH:23]=4)[C@@H:19]([NH:21][C:35]([C:31]4[O:30][CH:34]=[CH:33][CH:32]=4)=[O:36])[CH3:20])=[CH:14][CH:15]=3)[CH:10]=[N:9]2)=[CH:6][CH:7]=1. Procedure: Prepared as described in Example 83 using (1R,2S)-1-(1-(4-fluorophenyl)-1H-indazol-5-yloxy)-1-(3-methoxyphenyl)propan-2-amine (6a, 28 mg, 0.07 mmol) and furan-2-carboxylic acid (8 mg, 0.07 mmol). Yield 27 mg (78%). Reactants: [Al+3], COC(=O)c1cccc2c1ccn2CCOCc1ccccc1, CCOCC, [H-], [H-], [H-], [H-], [Li+], O. Yields the product O=Cc1cccc2c1ccn2CCOCc1ccccc1. Reaction SMILES: [Al+3:25].[CH2:1]([c:2]1[cH:3][cH:4][cH:5][cH:6][cH:7]1)[O:8][CH2:9][CH2:10][n:11]1[cH:12][cH:13][c:14]2[c:15]([C:20](=[O:21])[O:22][CH3:23])[cH:16][cH:17][cH:18][c:19]12.[CH3:31][CH2:32][O:33][CH2:34][CH3:35].[H-:24].[H-:27].[H-:28].[H-:29].[Li+:26].[OH2:30]>>[CH2:1]([c:2]1[cH:3][cH:4][cH:5][cH:6][cH:7]1)[O:8][CH2:9][CH2:10][n:11]1[cH:12][cH:13][c:14]2[c:15]([CH:20]=[O:21])[cH:16][cH:17][cH:18][c:19]12. Starting materials: C(=O)([O-])[O-].[K+].[K+] (K2CO3), ClC1=NC(=C(C(=O)[O-])C=C1CC)OC (6-chloro-5-ethyl-2-methoxynicotinate), [Br-] (bromide), BrC=1C=C2C=C(N(C2=CC1)C)[C@@H]1N(CCC1)C(=O)OC(C)(C)C ((R)-tert-Butyl 2-(5-bromo-1-methyl-1H-indol-2-yl)pyrrolidine-1-carboxylate), bis(pinacolato) diborate, CC(=O)[O-].[K+] (KOAc). Reagents/catalysts: CC(=O)[O-].CC(=O)[O-].[Pd+2] (Pd(OAc)2). Solvent: O (Water), O1CCOCC1 (dioxane), O (H2O). Reaction conditions: temperature 100 celsius. The product is C(C)(C)(C)OC(=O)N1[C@H](CCC1)C=1N(C2=CC=C(C=C2C1)C1=NC(=C(C(=O)OC)C=C1CC)OC)C ((R)-Methyl 6-(2-(1-(tert-butoxycarbonyl)pyrrolidin-2-yl)-1-methyl-1H-indol-5-yl)-5-ethyl-2-methoxynicotinate). Isolated yield 49.2%. Reaction SMILES: Br[C:2]1[CH:3]=[C:4]2[C:8](=[CH:9][CH:10]=1)[N:7]([CH3:11])[C:6]([C@H:12]1[CH2:16][CH2:15][CH2:14][N:13]1[C:17]([O:19][C:20]([CH3:23])([CH3:22])[CH3:21])=[O:18])=[CH:5]2.[CH3:24]C([O-])=O.[K+].[Br-].C([O-])([O-])=O.[K+].[K+].Cl[C:37]1[C:45]([CH2:46][CH3:47])=[CH:44][C:40]([C:41]([O-:43])=[O:42])=[C:39]([O:48][CH3:49])[N:38]=1>CC([O-])=O.CC([O-])=O.[Pd+2].O.O1CCOCC1>[C:20]([O:19][C:17]([N:13]1[CH2:14][CH2:15][CH2:16][C@@H:12]1[C:6]1[N:7]([CH3:11])[C:8]2[C:4]([CH:5]=1)=[CH:3][C:2]([C:37]1[C:45]([CH2:46][CH3:47])=[CH:44][C:40]([C:41]([O:43][CH3:24])=[O:42])=[C:39]([O:48][CH3:49])[N:38]=1)=[CH:10][CH:9]=2)=[O:18])([CH3:23])([CH3:22])[CH3:21] |f:1.2,4.5.6,8.9.10|. Procedure details: (R)-tert-Butyl 2-(5-bromo-1-methyl-1H-indol-2-yl)pyrrolidine-1-carboxylate (0.300 g, 0.79 mmol), bis(pinacolato) diborate (0.240 g, 0.95 mmol), Pd(OAc)2 (6.0 mg, 0.03 mmol, 3.5 mol %), Ru-Phos ligand (26.0 mg, 0.06 mmol, 7 mol %) and KOAc (0.240 g, 2.44 mmol) were mixed together in a vial. The vial was vacuumed and backfilled with argon before dioxane (2 mL) was added. Mixture was heated at 100° C. for ˜3 h until complete consumption of the starting bromide was observed. Reaction mixture was coo... Reactants: C1=CC=CC=2CN(CC3=C(C21)C=CC=C3)C(OCC)=N (ethyl 5,7-dihydro-6H-dibenz[c,e]azepine-6-carboximidate), C1(=CC=C(C=C1)C(=O)Cl)C1=CC=CC=C1 (biphenyl-4-carboxylic acid chloride). The product is C1(=CC=C(C=C1)C(=O)N=C(OCC)N1CC2=C(C3=C(C1)C=CC=C3)C=CC=C2)C2=CC=CC=C2 (ethyl N-(4-biphenylylcarbonyl)-5,7-dihydro-6H-dibenz[c,e]azepine-6-carboximidate). Reaction SMILES: [CH:1]1[C:11]2[C:10]3[CH:12]=[CH:13][CH:14]=[CH:15][C:9]=3[CH2:8][N:7]([C:16](=[NH:20])[O:17][CH2:18][CH3:19])[CH2:6][C:5]=2[CH:4]=[CH:3][CH:2]=1.[C:21]1([C:30]2[CH:35]=[CH:34][CH:33]=[CH:32][CH:31]=2)[CH:26]=[CH:25][C:24]([C:27](Cl)=[O:28])=[CH:23][CH:22]=1>>[C:21]1([C:30]2[CH:31]=[CH:32][CH:33]=[CH:34][CH:35]=2)[CH:22]=[CH:23][C:24]([C:27]([N:20]=[C:16]([N:7]2[CH2:6][C:5]3[CH:4]=[CH:3][CH:2]=[CH:1][C:11]=3[C:10]3[CH:12]=[CH:13][CH:14]=[CH:15][C:9]=3[CH2:8]2)[O:17][CH2:18][CH3:19])=[O:28])=[CH:25][CH:26]=1. Reported procedure: starting from ethyl 5,7-dihydro-6H-dibenz[c,e]azepine-6-carboximidate and biphenyl-4-carboxylic acid chloride, there is obtained ethyl N-(4-biphenylylcarbonyl)-5,7-dihydro-6H-dibenz[c,e]azepine-6-carboximidate, m.p. 52°-58° C.;